Dataset: the Open Reaction Database (ORD), a public repository of structured organic reaction records. Task: describe an organic reaction: reactants, conditions, products, and yield Reactants: BrC1=C(OCC(=O)O)C=CC(=C1)C(F)(F)F ((2-bromo-4-trifluoromethyl-phenoxy)-acetic acid), ClC=1C=C(C=CC1OCCN(CC)CC)N (3-chloro-4-(2-diethylamino-ethoxy)-phenylamine). The product is BrC1=C(OCC(=O)NC2=CC(=C(C=C2)OCCN(CC)CC)Cl)C=CC(=C1)C(F)(F)F (2-(2-bromo-4-trifluoromethyl-phenoxy)-N-[3-chloro-4-(2-diethylamino-ethoxy)-phenyl]-acetamide). As a reaction SMILES: [Br:1][C:2]1[CH:12]=[C:11]([C:13]([F:16])([F:15])[F:14])[CH:10]=[CH:9][C:3]=1[O:4][CH2:5][C:6]([OH:8])=O.[Cl:17][C:18]1[CH:19]=[C:20]([NH2:32])[CH:21]=[CH:22][C:23]=1[O:24][CH2:25][CH2:26][N:27]([CH2:30][CH3:31])[CH2:28][CH3:29]>>[Br:1][C:2]1[CH:12]=[C:11]([C:13]([F:16])([F:15])[F:14])[CH:10]=[CH:9][C:3]=1[O:4][CH2:5][C:6]([NH:32][C:20]1[CH:21]=[CH:22][C:23]([O:24][CH2:25][CH2:26][N:27]([CH2:30][CH3:31])[CH2:28][CH3:29])=[C:18]([Cl:17])[CH:19]=1)=[O:8]. Procedure: The product was prepared according to general working method I from (2-bromo-4-trifluoromethyl-phenoxy)-acetic acid (139b) and 3-chloro-4-(2-diethylamino-ethoxy)-phenylamine (Z1b). Reactants: C1CCOC1, CI, CC(=NC(N)=S)N(C)C. The product is I, CSC(N)N=C(C)N(C)C. RXN SMILES: [CH2:12]1[O:13][CH2:14][CH2:15][CH2:16]1.[CH3:10][I:11].[NH2:1][C:2](=[S:3])[N:4]=[C:5]([CH3:6])[N:7]([CH3:8])[CH3:9]>>[IH:11].[NH2:1][CH:2]([S:3][CH3:10])[N:4]=[C:5]([CH3:6])[N:7]([CH3:8])[CH3:9]. Starting materials: CS(=O)(=O)NC(C)(C)C1=CC=C(C(=O)OC)C=C1 (methyl 4-(1-methanesulfonylamino-1-methylethyl)benzoate), CC=1C(=NC=C(C1)C)N1CCNCC1 (1-(3,5-dimethylpyridin-2-yl)piperazine). The product is CC=1C(=NC=C(C1)C)N1CCN(CC1)C(=O)C1=CC=C(C=C1)C(C)(C)NS(=O)(=O)C (N-(1-{4-[4-(3,5-dimethylpyridin-2-yl)piperazine-1-carbonyl]phenyl}-1-methylethyl)methanesulfonamide). Yield: 78.5%. Reaction SMILES: [CH3:1][S:2]([NH:5][C:6]([C:9]1[CH:18]=[CH:17][C:12]([C:13]([O:15]C)=O)=[CH:11][CH:10]=1)([CH3:8])[CH3:7])(=[O:4])=[O:3].[CH3:19][C:20]1[C:21]([N:27]2[CH2:32][CH2:31][NH:30][CH2:29][CH2:28]2)=[N:22][CH:23]=[C:24]([CH3:26])[CH:25]=1>>[CH3:19][C:20]1[C:21]([N:27]2[CH2:28][CH2:29][N:30]([C:13]([C:12]3[CH:11]=[CH:10][C:9]([C:6]([NH:5][S:2]([CH3:1])(=[O:3])=[O:4])([CH3:7])[CH3:8])=[CH:18][CH:17]=3)=[O:15])[CH2:31][CH2:32]2)=[N:22][CH:23]=[C:24]([CH3:26])[CH:25]=1. Procedure details: Using methyl 4-(1-methanesulfonylamino-1-methylethyl)benzoate (126 mg) described in Preparation Example 71 and 1-(3,5-dimethylpyridin-2-yl)piperazine (89 mg) described in Preparation Example 79 and by the reaction and treatment in the same manner as in Example 109, the title compound (157 mg) was obtained.